This data is from the Open Reaction Database (ORD), a public repository of structured organic reaction records. The task is: describe an organic reaction: reactants, conditions, products, and yield Starting materials: COC=1CCCC(N1)CC=CC1=CC=CC=C1 (2,3,4,5-tetrahydro-6-methoxy-2-(3-phenyl-2-propenyl)pyridine), [Cl-].[NH4+] (ammonium chloride). Yields the product Cl.C1(=CC=CC=C1)C=CCC1CCCC(N1)=N (6-(3-phenyl-2-propenyl)piperidin-2-imine, monohydrochloride). As a reaction SMILES: CO[C:3]1[CH2:4][CH2:5][CH2:6][CH:7]([CH2:9][CH:10]=[CH:11][C:12]2[CH:17]=[CH:16][CH:15]=[CH:14][CH:13]=2)[N:8]=1.[Cl-:18].[NH4+:19]>>[ClH:18].[C:12]1([CH:11]=[CH:10][CH2:9][CH:7]2[NH:8][C:3](=[NH:19])[CH2:4][CH2:5][CH2:6]2)[CH:17]=[CH:16][CH:15]=[CH:14][CH:13]=1 |f:1.2,3.4|. Procedure details: The product of Example 97 is reacted with ammonium chloride by the method of Example 5 to generate tee compound.